The task is: describe an organic reaction: reactants, conditions, products, and yield. This data is from the Open Reaction Database (ORD), a public repository of structured organic reaction records. Reactants: C1CCOC1, CO, [Cl-], O=c1ccccn1-c1ccc([N+](=O)[O-])cc1, [NH4+], O, [Zn]. The product is Nc1ccc(-n2ccccc2=O)cc1. Reaction SMILES: [CH2:22]1[O:23][CH2:24][CH2:25][CH2:26]1.[CH3:20][OH:21].[Cl-:1].[N+:3]([O-:4])(=[O:5])[c:6]1[cH:7][cH:8][c:9](-[n:12]2[c:13](=[O:18])[cH:14][cH:15][cH:16][cH:17]2)[cH:10][cH:11]1.[NH4+:2].[OH2:19].[Zn:27]>>[NH2:3][c:6]1[cH:7][cH:8][c:9](-[n:12]2[c:13](=[O:18])[cH:14][cH:15][cH:16][cH:17]2)[cH:10][cH:11]1. Reactants: COC1=C(/C=C/C(=O)Cl)C=CC(=C1OC)OC (trans-2,3,4-Trimethoxycinnamic acid chloride), ice, NC=1C=C(C(=O)OC)C=CC1C (Methyl 3-amino-4-methylbenzoate). Solvent: C(Cl)Cl (DCM), C(Cl)Cl (DCM), N1=CC=CC=C1 (pyridine). The product is COC(C1=CC(=C(C=C1)C)NC(C=CC1=C(C(=C(C=C1)OC)OC)OC)=O)=O (4-Methyl-3-[3-(2,3,4-trimethoxy-phenyl)-acryloylamino]-benzoic acid methyl ester). Isolated yield 61.2%. As a reaction SMILES: [CH3:1][O:2][C:3]1[C:13]([O:14][CH3:15])=[C:12]([O:16][CH3:17])[CH:11]=[CH:10][C:4]=1/[CH:5]=[CH:6]/[C:7](Cl)=[O:8].[NH2:18][C:19]1[CH:20]=[C:21]([CH:26]=[CH:27][C:28]=1[CH3:29])[C:22]([O:24][CH3:25])=[O:23]>C(Cl)Cl.N1C=CC=CC=1>[CH3:25][O:24][C:22](=[O:23])[C:21]1[CH:26]=[CH:27][C:28]([CH3:29])=[C:19]([NH:18][C:7](=[O:8])[CH:6]=[CH:5][C:4]2[CH:10]=[CH:11][C:12]([O:16][CH3:17])=[C:13]([O:14][CH3:15])[C:3]=2[O:2][CH3:1])[CH:20]=1. Reported procedure: (The following reaction is done in an anhydrous N2 atmosphere.) Dissolve trans-2,3,4-Trimethoxycinnamic acid (50) (200 mg, 0.84 mmol) in anhydrous DCM (4.4 mL) at it and add anhydrous DMF (3 drops, cat. amount). Then add slowly oxalyl chloride (96 μL, 1.09 mmol) stir the turbid mixture for additional 2 h at rt. Remove solvent and dry the residue in oil pump vacuum to obtain trans-2,3,4-Trimethoxycinnamic acid chloride (51) (ca. 0.84 mmol) as an yellow solid. Dissolve acid chloride (51) (108 mg, ... Reactants: CC(=O)Nc1cc(Cl)cc(N2C(=O)NC(C)(Cc3ccc(Br)cc3)C2=O)c1, COC(=O)C(C)(N)Cc1ccc(Br)cc1, Cl, [N-]=C=O, CC(=O)Nc1cc(N)cc(Cl)c1. Product: CC1(Cc2ccc(Br)cc2)NC(=O)N(c2cc(N)cc(Cl)c2)C1=O. RXN SMILES: [Br:1][c:2]1[cH:3][cH:4][c:5]([CH2:6][C:7]2([CH3:25])[C:8](=[O:24])[N:9]([c:13]3[cH:14][c:15]([Cl:23])[cH:16][c:17]([NH:19][C:20]([CH3:21])=[O:22])[cH:18]3)[C:10](=[O:12])[NH:11]2)[cH:26][cH:27]1.[CH3:31][O:32][C:33](=[O:34])[C:35]([CH3:36])([CH2:37][c:38]1[cH:39][cH:40][c:41]([Br:42])[cH:43][cH:44]1)[NH2:45].[ClH:58].[N-:28]=[C:29]=[O:30].[NH:46]([c:47]1[cH:48][c:49]([Cl:50])[cH:51][c:52]([NH2:54])[cH:53]1)[C:55]([CH3:56])=[O:57]>>[Br:1][c:2]1[cH:3][cH:4][c:5]([CH2:6][C:7]2([CH3:25])[C:8](=[O:24])[N:9]([c:13]3[cH:14][c:15]([Cl:23])[cH:16][c:17]([NH2:19])[cH:18]3)[C:10](=[O:12])[NH:11]2)[cH:26][cH:27]1. Starting materials: C(C)OC(=O)[C@@H]1CN(C[C@H]1N[C@H](C)C1=CC=CC=C1)C(=O)OC(C)(C)C ((3R,4S)-4-[(R)-1-phenyl-ethylamino]-pyrrolidine-1,3-dicarboxylic acid 1-tert-butyl ester 3-ethyl ester), [OH-].[Na+] (sodium hydroxide), Cl (hydrochloric acid). Run in O1CCCC1 (tetrahydrofuran). Conditions: time 18 hour. Product: C(C)(C)(C)OC(=O)N1C[C@H]([C@@H](C1)N[C@H](C)C1=CC=CC=C1)C(=O)O ((3R, 4S)-4-[(R)-1-phenyl-ethylamino]-pyrrolidine-1,3-dicarboxylic acid 1-tert-butyl ester). Reaction SMILES: C([O:3][C:4]([C@H:6]1[C@H:10]([NH:11][C@@H:12]([C:14]2[CH:19]=[CH:18][CH:17]=[CH:16][CH:15]=2)[CH3:13])[CH2:9][N:8]([C:20]([O:22][C:23]([CH3:26])([CH3:25])[CH3:24])=[O:21])[CH2:7]1)=[O:5])C.[OH-].[Na+].Cl>O1CCCC1>[C:23]([O:22][C:20]([N:8]1[CH2:9][C@@H:10]([NH:11][C@@H:12]([C:14]2[CH:15]=[CH:16][CH:17]=[CH:18][CH:19]=2)[CH3:13])[C@H:6]([C:4]([OH:5])=[O:3])[CH2:7]1)=[O:21])([CH3:24])([CH3:25])[CH3:26] |f:1.2|. Reported procedure: A solution of (3R,4S)-4-[(R)-1-phenyl-ethylamino]-pyrrolidine-1,3-dicarboxylic acid 1-tert-butyl ester 3-ethyl ester (prepared according to the procedure of X. Wang, J. F. Espinosa and S. H. Gellman, J. Am. Chem. Soc. 2000, 122, 4821; 107 mg, 295 μmol) in tetrahydrofuran (2 mL) was treated with 1.0 M sodium hydroxide solution (600 μL, 600 μmol) and the heterogenous mixture was stirred at room temperature. After 18 h, the now homogenous solution was treated with 1.0 M hydrochloric acid (600 μL, 6... Starting materials: CC(=O)OC(C)=O, O=CO, CN1CCN(C2(CN)CCCCC2)CC1. Yields the product CN1CCN(C2(CNC=O)CCCCC2)CC1. Reaction SMILES: [CH3:1][C:2]([O:3][C:5]([CH3:4])=[O:7])=[O:6].[CH:23]([OH:24])=[O:25].[NH2:8][CH2:9][C:10]1([N:16]2[CH2:17][CH2:18][N:19]([CH3:22])[CH2:20][CH2:21]2)[CH2:11][CH2:12][CH2:13][CH2:14][CH2:15]1>>[CH:5](=[O:7])[NH:8][CH2:9][C:10]1([N:16]2[CH2:17][CH2:18][N:19]([CH3:22])[CH2:20][CH2:21]2)[CH2:11][CH2:12][CH2:13][CH2:14][CH2:15]1.